Dataset: the Open Reaction Database (ORD), a public repository of structured organic reaction records. Task: describe an organic reaction: reactants, conditions, products, and yield Starting materials: C(C1=CC=CC=C1)[C@@H]1N(C(OC1)=O)C(CC=1SC=CC1)=O (4(S)-benzyl-3-(2-thien-2-yl-acetyl)-2-oxazolidinone), S1C=C(C=C1)CC(=O)Cl (3-thiopheneacetyl chloride), C(C1=CC=CC=C1)[C@@H]1NC(OC1)=O ((S)-(−)-4-benzyl-2-oxazolidinone). The product is C(C1=CC=CC=C1)[C@@H]1N(C(OC1)=O)C(CC1=CSC=C1)=O (4(S)-benzyl-3-(2-thien-3-yl-acetyl)-2-oxazolidinone). The yield is 68.0%. As a reaction SMILES: [CH2:1]([C@H:8]1[CH2:12][O:11][C:10](=[O:13])[N:9]1[C:14](=[O:21])[CH2:15][C:16]1SC=[CH:19][CH:20]=1)[C:2]1[CH:7]=[CH:6][CH:5]=[CH:4][CH:3]=1.[S:22]1C=CC(CC(Cl)=O)=[CH:23]1.C([C@H]1COC(=O)N1)C1C=CC=CC=1>>[CH2:1]([C@H:8]1[CH2:12][O:11][C:10](=[O:13])[N:9]1[C:14](=[O:21])[CH2:15][C:16]1[CH:20]=[CH:19][S:22][CH:23]=1)[C:2]1[CH:3]=[CH:4][CH:5]=[CH:6][CH:7]=1. Procedure details: According to the procedure described in Example 17(a) for the preparation of 4(S)-benzyl-3-(2-thien-2-yl-acetyl)-2-oxazolidinone, 3-thiopheneacetyl chloride and (S)-(−)-4-benzyl-2-oxazolidinone furnished in 68% yield 4(S)-benzyl-3-(2-thien-3-yl-acetyl)-2-oxazolidinone as a solid, mp 80-1° C. Reactants: COC(=O)C(=O)c1ccc(OCCCCc2ccncc2)cc1, CO, [Na+], [OH-], O. The product is O=C(O)C(=O)c1ccc(OCCCCc2ccncc2)cc1. As a reaction SMILES: [CH3:1][O:2][C:3]([C:4]([c:5]1[cH:6][cH:7][c:8]([O:11][CH2:12][CH2:13][CH2:14][CH2:15][c:16]2[cH:17][cH:18][n:19][cH:20][cH:21]2)[cH:9][cH:10]1)=[O:22])=[O:23].[CH3:26][OH:27].[Na+:25].[OH-:24].[OH2:28]>>[O:2]=[C:3]([C:4]([c:5]1[cH:6][cH:7][c:8]([O:11][CH2:12][CH2:13][CH2:14][CH2:15][c:16]2[cH:17][cH:18][n:19][cH:20][cH:21]2)[cH:9][cH:10]1)=[O:22])[OH:23].